The task is: describe an organic reaction: reactants, conditions, products, and yield. This data is from the Open Reaction Database (ORD), a public repository of structured organic reaction records. Starting materials: Cl.ClCCC(C)(C)N (3-chloro-1,1-dimethyl propylamine-hydrochloride), [OH-].[Na+] (sodium hydroxide), ClC1=C(C=O)C(=CC=C1)Cl (2,6-dichlorobenzaldehyde). Solvent: C(Cl)Cl (methylene chloride). Run at temperature 0 celsius, time 30 minute. The product is ClCCC(C)(C)N=CC1=C(C=CC=C1Cl)Cl ((3-chloro-1,1-dimethylpropyl)-(2,6-dichlorobenzylidene)-amine). The yield is 98.8%. RXN SMILES: Cl.[Cl:2][CH2:3][CH2:4][C:5]([NH2:8])([CH3:7])[CH3:6].[OH-].[Na+].[Cl:11][C:12]1[CH:19]=[CH:18][CH:17]=[C:16]([Cl:20])[C:13]=1[CH:14]=O>C(Cl)Cl>[Cl:2][CH2:3][CH2:4][C:5]([N:8]=[CH:14][C:13]1[C:12]([Cl:11])=[CH:19][CH:18]=[CH:17][C:16]=1[Cl:20])([CH3:7])[CH3:6] |f:0.1,2.3|. Reported procedure: 13.3 g (84.0 mmol) of 3-chloro-1,1-dimethyl propylamine-hydrochloride were added to 84.0 mL sodium hydroxide solution (1 M) at 0° C. with vigorous stirring. The reaction mixture was stirred for 30 min at 0° C. and then combined with 50 mL methylene chloride. The phases were separated and the aqueous phase was twice extracted with 35 mL methylene chloride. The combined organic phases were dried over magnesium sulphate and at ambient temperature combined with 14.2 g (81.0 mmol) of 2,6-dichlorobenz... Reactants: C(C)(C)(C)OC(NC1=C(C=C(C(=C1)N(C)C)C(F)(F)F)NC(CC(C1=CC(=CC=C1)C1=NC=CC=C1)=O)=O)=O ({5-dimethylamino-2-[3-oxo-3-(3-pyridin-2-yl-phenyl)-propionylamino]-4-trifluoromethyl-phenyl}-carbamic acid tert-butyl ester), C(=O)(C(F)(F)F)O (TFA). Run in C(Cl)Cl (CH2Cl2). The product is CN(C1=CC2=C(NC(CC(=N2)C2=CC(=CC=C2)C2=NC=CC=C2)=O)C=C1C(F)(F)F)C (7-Dimethylamino-4-(3-pyridin-2-yl-phenyl)-8-trifluoromethyl-1,3-dihydro-benzo[b][1,4]diazepin-2-one), solid. Reaction SMILES: C(OC(=O)[NH:7][C:8]1[CH:13]=[C:12]([N:14]([CH3:16])[CH3:15])[C:11]([C:17]([F:20])([F:19])[F:18])=[CH:10][C:9]=1[NH:21][C:22](=[O:38])[CH2:23][C:24](=O)[C:25]1[CH:30]=[CH:29][CH:28]=[C:27]([C:31]2[CH:36]=[CH:35][CH:34]=[CH:33][N:32]=2)[CH:26]=1)(C)(C)C.C(O)(C(F)(F)F)=O>C(Cl)Cl>[CH3:16][N:14]([CH3:15])[C:12]1[C:11]([C:17]([F:18])([F:20])[F:19])=[CH:10][C:9]2[NH:21][C:22](=[O:38])[CH2:23][C:24]([C:25]3[CH:30]=[CH:29][CH:28]=[C:27]([C:31]4[CH:36]=[CH:35][CH:34]=[CH:33][N:32]=4)[CH:26]=3)=[N:7][C:8]=2[CH:13]=1. Procedure details: The title compound was prepared from {5-dimethylamino-2-[3-oxo-3-(3-pyridin-2-yl-phenyl)-propionylamino]-4-trifluoromethyl-phenyl}-carbamic acid tert-butyl ester (Example M3) (253 mg, 0.466 mmol) by treatment with TFA in CH2Cl2 according to the general procedure N. Obtained as a light yellow solid (66 mg).